From a dataset of the Open Reaction Database (ORD), a public repository of structured organic reaction records. describe an organic reaction: reactants, conditions, products, and yield The reactants are CC(C)(C)c1ccc(Br)cc1, CCCCB(O)O, C1CCOC1, [F-], [K+]. Yields the product CCCCc1ccc(C(C)(C)C)cc1. RXN SMILES: [C:1]([CH3:2])([CH3:3])([CH3:4])[c:5]1[cH:6][cH:7][c:8]([Br:11])[cH:9][cH:10]1.[CH2:14]([CH2:15][CH2:16][CH3:17])[B:18]([OH:19])[OH:20].[CH2:21]1[O:22][CH2:23][CH2:24][CH2:25]1.[F-:12].[K+:13]>>[C:1]([CH3:2])([CH3:3])([CH3:4])[c:5]1[cH:6][cH:7][c:8]([CH2:14][CH2:15][CH2:16][CH3:17])[cH:9][cH:10]1. Starting materials: COC1=CC=C(C=C1)C=1OC2=C(C1)C=CC=C2 (2-(4-methoxyphenyl)benzofuran), Cl.N1(CCCC1)CCOC1=CC=C(C(=O)O)C=C1 (4-[2-(1-pyrrolidinyl)ethoxy]benzoic acid hydrochloride). Product: N1(CCCC1)CCOC1=CC=C(C=C1)C(=O)C1=C(OC2=C1C=CC=C2)C2=CC=C(C=C2)OC (2-(4-Methoxyphenyl)benzofuran-3-yl 4-[2-(1-Pyrrolidinyl)ethoxy]phenyl Ketone). Isolated yield 79.0%. Reaction SMILES: [CH3:1][O:2][C:3]1[CH:8]=[CH:7][C:6]([C:9]2[O:10][C:11]3[CH:17]=[CH:16][CH:15]=[CH:14][C:12]=3[CH:13]=2)=[CH:5][CH:4]=1.Cl.[N:19]1([CH2:24][CH2:25][O:26][C:27]2[CH:35]=[CH:34][C:30]([C:31](O)=[O:32])=[CH:29][CH:28]=2)[CH2:23][CH2:22][CH2:21][CH2:20]1>>[N:19]1([CH2:24][CH2:25][O:26][C:27]2[CH:28]=[CH:29][C:30]([C:31]([C:13]3[C:12]4[CH:14]=[CH:15][CH:16]=[CH:17][C:11]=4[O:10][C:9]=3[C:6]3[CH:7]=[CH:8][C:3]([O:2][CH3:1])=[CH:4][CH:5]=3)=[O:32])=[CH:34][CH:35]=2)[CH2:20][CH2:21][CH2:22][CH2:23]1 |f:1.2|. Procedure: The title compound was prepared in 79% yield from 2-(4-methoxyphenyl)benzofuran (Part A) and 4-[2-(1-pyrrolidinyl)ethoxy]benzoic acid hydrochloride by essentially following the procedure detailed in Example 1, Part C. Reactants: CS(C)=O, Cl, Cl, OCc1nnn(Cc2cc(C(F)(F)F)cc(C(F)(F)F)c2)c1-c1cccnc1, NO, O, O=S(=O)=O, c1ccncc1. Product: ON=Cc1nnn(Cc2cc(C(F)(F)F)cc(C(F)(F)F)c2)c1-c1cccnc1. As a reaction SMILES: [CH3:43][S:44]([CH3:45])=[O:46].[ClH:39].[ClH:40].[F:11][C:12]([c:13]1[cH:14][c:15]([CH2:16][n:17]2[n:18][n:19][c:20]([CH2:28][OH:29])[c:21]2-[c:22]2[cH:23][n:24][cH:25][cH:26][cH:27]2)[cH:30][c:31]([C:33]([F:34])([F:35])[F:36])[cH:32]1)([F:37])[F:38].[NH2:41][OH:42].[OH2:47].[S:7](=[O:8])(=[O:9])=[O:10].[n:1]1[cH:2][cH:3][cH:4][cH:5][cH:6]1>>[F:11][C:12]([c:13]1[cH:14][c:15]([CH2:16][n:17]2[n:18][n:19][c:20]([CH:28]=[N:41][OH:42])[c:21]2-[c:22]2[cH:23][n:24][cH:25][cH:26][cH:27]2)[cH:30][c:31]([C:33]([F:34])([F:35])[F:36])[cH:32]1)([F:37])[F:38]. The product is Cn1ncc(C(=O)O)c1S(C)(=O)=O. The reactants are C1COCCO1, CCOC(=O)c1cnn(C)c1S(C)(=O)=O, [Li+], [OH-], O. Reaction SMILES: [CH2:19]1[O:20][CH2:21][CH2:22][O:23][CH2:24]1.[CH3:3][n:4]1[n:5][cH:6][c:7]([C:13](=[O:14])[O:15][CH2:16][CH3:17])[c:8]1[S:9](=[O:10])(=[O:11])[CH3:12].[Li+:2].[OH-:1].[OH2:18]>>[CH3:3][n:4]1[n:5][cH:6][c:7]([C:13](=[O:14])[OH:15])[c:8]1[S:9](=[O:10])(=[O:11])[CH3:12]. The reactants are O=C(O)c1cc(OCc2ccccc2)c(-c2ccccc2)c([N+](=O)[O-])c1, O=C(O)c1cc(SCc2ccccc2)c(-c2ccccc2)c([N+](=O)[O-])c1. As a reaction SMILES: [CH2:1]([O:2][c:3]1[cH:4][c:5]([C:18]([OH:19])=[O:20])[cH:6][c:7]([N+:8]([O-:9])=[O:10])[c:11]1-[c:12]1[cH:13][cH:14][cH:15][cH:16][cH:17]1)[c:21]1[cH:22][cH:23][cH:24][cH:25][cH:26]1.[CH2:27]([c:28]1[cH:29][cH:30][cH:31][cH:32][cH:33]1)[S:34][c:35]1[cH:36][c:37]([C:38](=[O:39])[OH:40])[cH:41][c:42]([N+:50]([O-:51])=[O:52])[c:43]1-[c:44]1[cH:45][cH:46][cH:47][cH:48][cH:49]1>>[CH2:27]([c:28]1[cH:29][cH:30][cH:31][cH:32][cH:33]1)[S:34][c:35]1[cH:36][c:37]([C:38](=[O:39])[OH:40])[cH:41][c:42]([NH2:50])[c:43]1-[c:44]1[cH:45][cH:46][cH:47][cH:48][cH:49]1. Product: Nc1cc(C(=O)O)cc(SCc2ccccc2)c1-c1ccccc1. Starting materials: Cc1c(Br)ccc(C#N)c1F, O=C([O-])[O-], CC1NC(=O)C(C)(C)C1=O, [Cs+], [Cs+], O=C(C=Cc1ccccc1)C=Cc1ccccc1, O=C(C=Cc1ccccc1)C=Cc1ccccc1, O=C(C=Cc1ccccc1)C=Cc1ccccc1, [Pd], [Pd], CC1(C)c2cccc(P(c3ccccc3)c3ccccc3)c2Oc2c(P(c3ccccc3)c3ccccc3)cccc21. Yields the product Cc1c(N2C(=O)C(C)(C)C(=O)C2C)ccc(C#N)c1F. As a reaction SMILES: [Br:11][c:12]1[c:13]([CH3:21])[c:14]([F:20])[c:15]([C:16]#[N:17])[cH:18][cH:19]1.[C:22](=[O:23])([O-:24])[O-:25].[CH3:1][C:2]1([CH3:10])[C:3](=[O:9])[NH:4][CH:5]([CH3:8])[C:6]1=[O:7].[Cs+:26].[Cs+:27].[O:108]=[C:109]([CH:110]=[CH:111][c:112]1[cH:113][cH:114][cH:115][cH:116][cH:117]1)[CH:118]=[CH:119][c:120]1[cH:121][cH:122][cH:123][cH:124][cH:125]1.[O:72]=[C:73]([CH:74]=[CH:75][c:76]1[cH:77][cH:78][cH:79][cH:80][cH:81]1)[CH:82]=[CH:83][c:84]1[cH:85][cH:86][cH:87][cH:88][cH:89]1.[O:90]=[C:91]([CH:92]=[CH:93][c:94]1[cH:95][cH:96][cH:97][cH:98][cH:99]1)[CH:100]=[CH:101][c:102]1[cH:103][cH:104][cH:105][cH:106][cH:107]1.[Pd:70].[Pd:71].[c:28]1([P:29]([c:30]2[cH:31][cH:32][cH:33][cH:34][cH:35]2)[c:36]2[c:37]3[c:61]([cH:62][cH:63][cH:64]2)[C:58]([CH3:59])([CH3:60])[c:40]2[c:39]([c:44]([P:45]([c:46]4[cH:47][cH:48][cH:49][cH:50][cH:51]4)[c:52]4[cH:53][cH:54][cH:55][cH:56][cH:57]4)[cH:43][cH:42][cH:41]2)[O:38]3)[cH:65][cH:66][cH:67][cH:68][cH:69]1>>[CH3:1][C:2]1([CH3:10])[C:3](=[O:9])[N:4]([c:12]2[c:13]([CH3:21])[c:14]([F:20])[c:15]([C:16]#[N:17])[cH:18][cH:19]2)[CH:5]([CH3:8])[C:6]1=[O:7]. The reactants are O=C([O-])[O-], ClCCl, OCc1cc(F)c(F)cc1Cl, [K+], [K+]. Product: O=Cc1cc(F)c(F)cc1Cl. Reaction SMILES: [C:12](=[O:13])([O-:14])[O-:15].[Cl:18][CH2:19][Cl:20].[Cl:1][c:2]1[c:3]([CH2:10][OH:11])[cH:4][c:5]([F:9])[c:6]([F:8])[cH:7]1.[K+:16].[K+:17]>>[Cl:1][c:2]1[c:3]([CH:10]=[O:11])[cH:4][c:5]([F:9])[c:6]([F:8])[cH:7]1. Yields the product NC1=NC(=C(C=C1Cl)C(F)(F)F)Cl (2-Amino-3,6-dichloro-5-trifluoromethylpyridine). Procedure details: In a 200 ml four necked flask equipped with a thermometer, a stirrer and a reflux condenser were placed 7 g of 2-amino-5-trifluoromethyl-6-chloropyridine, 10 ml of carbon tetrachloride and 70 ml of 20% sulfuric acid to give a homogeneous solution. Chlorine gas was introduced thereinto while cooling the flask at 0° C., and the reaction was carried out for 4 hours. After confirming the completion of the reaction by thin layer chromatography, the reaction product was poured into ice water and neutr... Starting materials: four, ice water, ClCl (Chlorine), NC1=NC(=C(C=C1)C(F)(F)F)Cl (2-amino-5-trifluoromethyl-6-chloropyridine), S(O)(O)(=O)=O (sulfuric acid), [OH-].[K+] (potassium hydroxide). RXN SMILES: [NH2:1][C:2]1[CH:7]=[CH:6][C:5]([C:8]([F:11])([F:10])[F:9])=[C:4]([Cl:12])[N:3]=1.S(=O)(=O)(O)O.[Cl:18]Cl.[OH-].[K+]>C(Cl)Cl.C(Cl)(Cl)(Cl)Cl>[NH2:1][C:2]1[C:7]([Cl:18])=[CH:6][C:5]([C:8]([F:9])([F:10])[F:11])=[C:4]([Cl:12])[N:3]=1 |f:3.4|. Solvent: C(Cl)(Cl)(Cl)Cl (carbon tetrachloride), C(Cl)Cl (methylene chloride). Reaction conditions: temperature 0 celsius, time 4 hour. The reactants are C(C)(C)(C)OC([C@H](CNC(C1=CC=C(C=C1)CCC(NC=1NCCCN1)=O)=O)NS(=O)(=O)C1=C(C=CC=C1)C(NC=1NCCCN1)=O)=O ((2S)-2-(2-(1,4,5,6-tetrahydropyrimidin-2-ylcarbamoyl)-benzenesulfonylamino)-3-(4-(2-(1,4,5,6-tetrahydropyrimidin-2-ylcarbamoyl)-ethyl)-benzoylamino)-propionic acid tert-butyl ester), FC(C(=O)O)(F)F (trifluoroacetic acid). The solvent is ClCCl (dichloromethane). Run at time 3 hour. Product: N1C(=NCCC1)NC(=O)C1=C(C=CC=C1)S(=O)(=O)N[C@H](C(=O)O)CNC(C1=CC=C(C=C1)CCC(NC=1NCCCN1)=O)=O ((2S)-2-(2-(1,4,5,6-Tetrahydropyrimidin-2-ylcarbamoyl)-benzenesulfonylamino)-3-(4-(2-(1,4,5,6-tetrahydropyrimidin-2-ylcarbamoyl)-ethyl)-benzoylamino)-propionic acid). Reaction SMILES: C([O:5][C:6](=[O:48])[C@@H:7]([NH:29][S:30]([C:33]1[CH:38]=[CH:37][CH:36]=[CH:35][C:34]=1[C:39](=[O:47])[NH:40][C:41]1[NH:42][CH2:43][CH2:44][CH2:45][N:46]=1)(=[O:32])=[O:31])[CH2:8][NH:9][C:10](=[O:28])[C:11]1[CH:16]=[CH:15][C:14]([CH2:17][CH2:18][C:19](=[O:27])[NH:20][C:21]2[NH:22][CH2:23][CH2:24][CH2:25][N:26]=2)=[CH:13][CH:12]=1)(C)(C)C.FC(F)(F)C(O)=O>ClCCl>[NH:42]1[CH2:43][CH2:44][CH2:45][N:46]=[C:41]1[NH:40][C:39]([C:34]1[CH:35]=[CH:36][CH:37]=[CH:38][C:33]=1[S:30]([NH:29][C@@H:7]([CH2:8][NH:9][C:10](=[O:28])[C:11]1[CH:16]=[CH:15][C:14]([CH2:17][CH2:18][C:19](=[O:27])[NH:20][C:21]2[NH:26][CH2:25][CH2:24][CH2:23][N:22]=2)=[CH:13][CH:12]=1)[C:6]([OH:48])=[O:5])(=[O:32])=[O:31])=[O:47]. Procedure details: 54 mg (0.08 mmol) of (2S)-2-(2-(1,4,5,6-tetrahydropyrimidin-2-ylcarbamoyl)-benzenesulfonylamino)-3-(4-(2-(1,4,5,6-tetrahydropyrimidin-2-ylcarbamoyl)-ethyl)-benzoylamino)-propionic acid tert-butyl ester was dissolved in 2 ml of dichloromethane and 2 ml of trifluoroacetic acid was added. The solution was stirred at room temperature for 3 hours. The solvent was removed in vacuo and toluene was added to the residue and then removed in vacuo. The residue was dissolved in acetonitrile/water (1/1) and ... Starting materials: OC=C1C(NC2=CC(=CC=C12)C(=O)C1=CC=C(C=C1)NC(=O)C=1N(N=C(C1)C)CC)=O (2-Ethyl-5-methyl-2H-pyrazole-3-carboxylic acid [4-(3-hydroxymethylene-2-oxo-2,3-dihydro-1H-indole-6-carbonyl)-phenyl]-amide), N1N=CC2=CC=C(C=C12)N (1H-Indazol-6-ylamine). The solvent is C1CCOC1 (THF). Reaction conditions: temperature 65 celsius, time 24 hour. Yields the product N1N=CC2=CC=C(C=C12)NC=C1C(NC2=CC(=CC=C12)C(=O)C1=CC=C(C=C1)NC(=O)C=1N(N=C(C1)C)CC)=O (2-Ethyl-5-methyl-2H-pyrazole-3-carboxylic acid (4-{3-[(1H-indazol-6-ylamino)-methylene]-2-oxo-2,3-dihydro-1H-indole-6-carbonyl}-phenyl)-amide). Isolated yield 15.8%. As a reaction SMILES: O[CH:2]=[C:3]1[C:11]2[C:6](=[CH:7][C:8]([C:12]([C:14]3[CH:19]=[CH:18][C:17]([NH:20][C:21]([C:23]4[N:24]([CH2:29][CH3:30])[N:25]=[C:26]([CH3:28])[CH:27]=4)=[O:22])=[CH:16][CH:15]=3)=[O:13])=[CH:9][CH:10]=2)[NH:5][C:4]1=[O:31].[NH:32]1[C:40]2[C:35](=[CH:36][CH:37]=[C:38]([NH2:41])[CH:39]=2)[CH:34]=[N:33]1>C1COCC1>[NH:32]1[C:40]2[C:35](=[CH:36][CH:37]=[C:38]([NH:41][CH:2]=[C:3]3[C:11]4[C:6](=[CH:7][C:8]([C:12]([C:14]5[CH:15]=[CH:16][C:17]([NH:20][C:21]([C:23]6[N:24]([CH2:29][CH3:30])[N:25]=[C:26]([CH3:28])[CH:27]=6)=[O:22])=[CH:18][CH:19]=5)=[O:13])=[CH:9][CH:10]=4)[NH:5][C:4]3=[O:31])[CH:39]=2)[CH:34]=[N:33]1. Procedure: A small screw cap test tube was charged with 2-Ethyl-5-methyl-2H-pyrazole-3-carboxylic acid [4-(3-hydroxymethylene-2-oxo-2,3-dihydro-1H-indole-6-carbonyl)-phenyl]-amide (as prepared in Example 15, 100 mg, 0.240 mmol) and THF (2 mL). To the resulting solution was added 1H-Indazol-6-ylamine (36 mg, 0.264 mmol), and the mixture was stirred for 24 h at 65° C. Subsequently, the reaction mixture was cooled to room temperature and concentrated in vacuo. The crude residue was purified over silica (5% Me...